This data is from the Open Reaction Database (ORD), a public repository of structured organic reaction records. The task is: describe an organic reaction: reactants, conditions, products, and yield Reactants: C(C(C)C)N([C@@H](CCCCN)C(=O)O)S(=O)(=O)C1=CC=C(C=C1)[N+](=O)[O-] (Nα-isobutyl-Nα-(4-nitrobenzenesulfonyl)-L-lysine), COC1=C(C=CC(=O)O)C=CC=C1OC (2,3-dimethoxycinnamic acid). Yields the product C(C(C)C)N([C@@H](CCCCNC(C=CC1=C(C(=CC=C1)OC)OC)=O)C(=O)O)S(=O)(=O)C1=CC=C(C=C1)[N+](=O)[O-] (Nα-Isobutyl-Nα-(4-nitrobenzenesulfonyl)-Nε-(2,3-dimethoxycinnamoyl)-L-lysine). Yield: 70.0%. RXN SMILES: [CH2:1]([N:5]([S:15]([C:18]1[CH:23]=[CH:22][C:21]([N+:24]([O-:26])=[O:25])=[CH:20][CH:19]=1)(=[O:17])=[O:16])[C@H:6]([C:12]([OH:14])=[O:13])[CH2:7][CH2:8][CH2:9][CH2:10][NH2:11])[CH:2]([CH3:4])[CH3:3].[CH3:27][O:28][C:29]1[C:39]([O:40][CH3:41])=[CH:38][CH:37]=[CH:36][C:30]=1[CH:31]=[CH:32][C:33](O)=[O:34]>>[CH2:1]([N:5]([S:15]([C:18]1[CH:23]=[CH:22][C:21]([N+:24]([O-:26])=[O:25])=[CH:20][CH:19]=1)(=[O:17])=[O:16])[C@H:6]([C:12]([OH:14])=[O:13])[CH2:7][CH2:8][CH2:9][CH2:10][NH:11][C:33](=[O:34])[CH:32]=[CH:31][C:30]1[CH:36]=[CH:37][CH:38]=[C:39]([O:40][CH3:41])[C:29]=1[O:28][CH3:27])[CH:2]([CH3:4])[CH3:3]. Reported procedure: Nα-isobutyl-Nα-(4-nitrobenzenesulfonyl)-L-lysine was reacted with 2,3-dimethoxycinnamic acid under the conditions described in example 86 to yield 70% of the desired product. Reactants: C1(C=2C(C(N1CCCSCC=1OC(=CC1)CN(C)C)=O)=CC=CC2)=O (1-phthalimido-3-[(5-dimethylaminomethyl-2-furyl)methylthio]propane), NN (hydrazine), substituted propylamine, C(#N)N=C(SC)SC (dimethyl cyanodithioimidocarbonate). The product is C(#N)NC(SC)=NCCCSCC=1OC(=CC1)CN(C)C (N-cyano-N'-{3-[(5-dimethylaminomethyl-2-furyl)methylthio]propyl}-S-methylisothiourea). As a reaction SMILES: C1(=O)[N:5]([CH2:6][CH2:7][CH2:8][S:9][CH2:10][C:11]2[O:12][C:13]([CH2:16][N:17]([CH3:19])[CH3:18])=[CH:14][CH:15]=2)C(=O)C2=CC=CC=C12.NN.[C:28]([N:30]=[C:31]([S:34][CH3:35])SC)#[N:29]>>[C:28]([NH:30][C:31](=[N:5][CH2:6][CH2:7][CH2:8][S:9][CH2:10][C:11]1[O:12][C:13]([CH2:16][N:17]([CH3:18])[CH3:19])=[CH:14][CH:15]=1)[S:34][CH3:35])#[N:29]. Procedure: When 1-phthalimido-3-[(5-dimethylaminomethyl-2-furyl)methylthio]propane is treated with hydrazine and the resultant substituted propylamine is reacted with dimethyl cyanodithioimidocarbonate there is produced N-cyano-N'-{3-[(5-dimethylaminomethyl-2-furyl)methylthio]propyl}-S-methylisothiourea, and when this is reacted with propargylamine according to the general procedure of Example 3 the title compound is produced. Starting materials: C(C)(C)(C)OC(NC=1C(=NSC1)C)=O ((3-Methyl-isothiazol-4-yl)-carbamic acid tert-butyl ester), [Li+].CC(C)[N-]C(C)C (LDA), C(=O)=O (dry ice). Solvent: C1CCOC1 (THF). Run at time 3 hour. Product: C(C)(C)(C)OC(=O)NC=1C(=NSC1C(=O)O)C (4-tert-Butoxycarbonylamino-3-methyl-isothiazole-5-carboxylic acid). As a reaction SMILES: [C:1]([O:5][C:6](=[O:14])[NH:7][C:8]1[C:9]([CH3:13])=[N:10][S:11][CH:12]=1)([CH3:4])([CH3:3])[CH3:2].[Li+].CC([N-]C(C)C)C.[C:23](=[O:25])=[O:24]>C1COCC1>[C:1]([O:5][C:6]([NH:7][C:8]1[C:9]([CH3:13])=[N:10][S:11][C:12]=1[C:23]([OH:25])=[O:24])=[O:14])([CH3:4])([CH3:3])[CH3:2] |f:1.2|. Reported procedure: To a solution of (3-methyl-isothiazol-4-yl)-carbamic acid tert-butyl ester (method 55) (21.4 g, 100 mmol) in anhydrous THF (200 mL) at -78° C., LDA (139 mL, 1.8 M solution, 250 mmol) was added dropwise over a period of 1 h. The reaction mixture was stirred at that temperature for a further 3 h after which powdered dry ice was added and the reaction slowly allowed to warm to room temperature overnight. The reaction mixture was quenched by adding saturated NH4Cl solution and extracted with ether (... Solvent: O (water). Reported procedure: Add 25.0g (0.158 mol) of p-fluorobenzoyl chloride drop-wise to a 0° C. solution of 15.0 g (0.150 mol) of N-methylpiperazine and 20.0 g (0.189 mol) of sodium carbonate in 100 mL of water. Stir the resultant solution at 0° C. for about 30 minutes, then at room temperature for about 2 hr. Extract the resultant solution with methylene chloride (2×100 mL). Dry the combined extracts with Na2SO4 and evaporate the solvent to give the title compound. As a reaction SMILES: [F:1][C:2]1[CH:10]=[CH:9][C:5]([C:6](Cl)=[O:7])=[CH:4][CH:3]=1.C[N:12]1[CH2:17][CH2:16][NH:15][CH2:14][CH2:13]1.[C:18](=O)([O-])[O-].[Na+].[Na+]>O>[F:1][C:2]1[CH:10]=[CH:9][C:5]([C:6]([N:12]2[CH2:17][CH2:16][NH:15][CH:14]([CH3:18])[CH2:13]2)=[O:7])=[CH:4][CH:3]=1 |f:2.3.4|. Conditions: time 2 hour. Product: FC1=CC=C(C(=O)N2CC(NCC2)C)C=C1 (1-(4-Fluorobenzoyl)-3-methylpiperazine). Starting materials: resultant solution, FC1=CC=C(C(=O)Cl)C=C1 (p-fluorobenzoyl chloride), CN1CCNCC1 (N-methylpiperazine), C([O-])([O-])=O.[Na+].[Na+] (sodium carbonate). Starting materials: C1OC=2C=C3CCCC(C3=CC2O1)=O (6,7-methylenedioxy-3,4-dihydro-1(2H)-naphthalenone), C(OCC)(OCC)=O (diethyl carbonate), C[O-].[Na+] (sodium methylate), C[O-].[Na+] (sodium methylate). Solvent: CO (methanol). The product is C1C=2C(=C3CCC(C(C3=C(C21)O)=O)C(=O)OC)O (methyl 6,7-methylenedioxy1-oxo-1,2,3,4-tetrahydro-2-naphthoate). Reaction SMILES: C1[O:13][C:12]2[CH:11]=[C:10]3[C:5]([CH2:6][CH2:7][CH2:8][C:9]3=[O:14])=[CH:4][C:3]=2O1.[C:15](=O)([O:19]CC)[O:16][CH2:17]C.[CH3:23][O-:24].[Na+]>CO>[CH2:7]1[C:6]2[C:23]([OH:24])=[C:11]3[C:10]([CH2:5][CH2:4][CH:3]([C:15]([O:16][CH3:17])=[O:19])[C:12]3=[O:13])=[C:9]([OH:14])[C:8]1=2 |f:2.3|. Procedure: A mixture of 6,7-methylenedioxy-3,4-dihydro-1(2H)-naphthalenone (3.8 g), diethyl carbonate (36 g) and sodium methylate powder [prepared by subjecting a 28% methanol solution (14 g) of sodium methylate to drying under reduced pressure] is heated under reflux for 3 hours in a nitrogen stream. After cooling, methanol (20 ml) is added to the reaction mixture. The mixture is acidified with concentrated hydrochloric acid, and mixed with water (200 ml) and ethyl acetate (200 ml), followed by extraction... Starting materials: C(=O)(O)[C@H](O)[C@@H](O)C(=O)O.N1[C@@H](CCCC1)C(=O)O ((2S)-2-Piperidinecarboxylic acid L-tartrate), N1C(=NC2=C1C=CC=C2)S(=O)(=O)Cl (1H-benzo[d]imidazole-2-sulfonyl chloride). The solvent is [OH-].[Na+] (sodium hydroxide). Run at time 56 hour. Yields the product N1C(=NC2=C1C=CC=C2)S(=O)(=O)N2C(CCCC2)C(=O)O (1-(1H-benzo[d]imidazol-2-ylsulfonyl)-2-piperidinecarboxylic acid). The yield is 37.6%. RXN SMILES: C([C@@H]([C@H](C(O)=O)O)O)(O)=O.[NH:11]1[CH2:16][CH2:15][CH2:14][CH2:13][C@H:12]1[C:17]([OH:19])=[O:18].[NH:20]1[C:24]2[CH:25]=[CH:26][CH:27]=[CH:28][C:23]=2[N:22]=[C:21]1[S:29](Cl)(=[O:31])=[O:30]>[OH-].[Na+]>[NH:20]1[C:24]2[CH:25]=[CH:26][CH:27]=[CH:28][C:23]=2[N:22]=[C:21]1[S:29]([N:11]1[CH2:16][CH2:15][CH2:14][CH2:13][CH:12]1[C:17]([OH:19])=[O:18])(=[O:30])=[O:31] |f:0.1,3.4|. Procedure details: (2S)-2-Piperidinecarboxylic acid L-tartrate (42 g) [see Preparation 1] was dissolved in 10% w/w aqueous sodium hydroxide solution (600 ml) and 1H-benzo[d]imidazole-2-sulfonyl chloride (39 g) [see Preparation 8] was added. The reaction mixture was stirred at room temperature for 56 hours after which time the product was extracted with ethyl acetate. The organic layer was separated, 2N aqueous hydrochloric acid solution added and the acidic aqueous layer extracted twice with ethyl acetate. The com... Reactants: Cl.COC(CCC1=CC(=CC=C1)CN)=O (3-(3-aminomethyl-phenyl)-propionic acid methyl ester hydrochloride salt), S1C(=NC=C1)C1=CC=C(C=O)C=C1 (4-thiazol-2-yl-benzaldehyde), imine. Solvent: CO (MeOH). Product: COC(CCC1=CC(=CC=C1)CNCC1=CC=C(C=C1)C=1SC=CN1)=O (3-{3-[(4-Thiazol-2-yl-benzylamino)-methyl]-phenyl}-propionic acid methyl ester). RXN SMILES: Cl.[CH3:2][O:3][C:4](=[O:15])[CH2:5][CH2:6][C:7]1[CH:12]=[CH:11][CH:10]=[C:9]([CH2:13][NH2:14])[CH:8]=1.[S:16]1[CH:20]=[CH:19][N:18]=[C:17]1[C:21]1[CH:28]=[CH:27][C:24]([CH:25]=O)=[CH:23][CH:22]=1>CO>[CH3:2][O:3][C:4](=[O:15])[CH2:5][CH2:6][C:7]1[CH:12]=[CH:11][CH:10]=[C:9]([CH2:13][NH:14][CH2:25][C:24]2[CH:23]=[CH:22][C:21]([C:17]3[S:16][CH:20]=[CH:19][N:18]=3)=[CH:28][CH:27]=2)[CH:8]=1 |f:0.1|. Reported procedure: The title compound of Step A was prepared from 3-(3-aminomethyl-phenyl)-propionic acid methyl ester hydrochloride salt, of Preparation 44, and 4-thiazol-2-yl-benzaldehyde, of Preparation 25, using the method described in Example 1, Step A, except the imine was formed in MeOH at reflux over 2 h. 1H NMR (400 MHz, CDCl3) δ 7.93 (d, 2H), 7.85 (d, 1H), 7.43 (d, 2H), 7.31 (d, 1H), 7.28-7.09 (m, 4H), 3.84 (s, 2H), 3.79 (s, 2H), 3.66 (s, 3H), 2.94 (t, 2H), 2.63 (t, 2H); MS 367 (M+1). Reactants: FC1=C(CNN)C=CC=C1 ((2-Fluorobenzyl)hydrazine), ClC(C(=O)OCC)OCC (ethyl chloro(ethoxy)acetate), [OH-].[Na+] (sodium hydroxide), Cl (hydrochloric acid). The solvent is O1CCOCC1 (dioxane), O (water). Conditions: time 1 hour. The product is FC1=C(CN\N=C\C(=O)OCC)C=CC=C1 (Ethyl (2E)-[(2-fluorobenzyl)hydrazono]acetate). As a reaction SMILES: [F:1][C:2]1[CH:10]=[CH:9][CH:8]=[CH:7][C:3]=1[CH2:4][NH:5][NH2:6].Cl.Cl[CH:13](OCC)[C:14]([O:16][CH2:17][CH3:18])=[O:15].[OH-].[Na+]>O.O1CCOCC1>[F:1][C:2]1[CH:10]=[CH:9][CH:8]=[CH:7][C:3]=1[CH2:4][NH:5]/[N:6]=[CH:13]/[C:14]([O:16][CH2:17][CH3:18])=[O:15] |f:3.4|. Procedure: (2-Fluorobenzyl)hydrazine (1.00 g, 7.14 mmol) is suspended in water (3 ml), and the mixture is brought to pH 4 with 4N hydrochloric acid. It is then cooled in an ice bath, and a solution of ethyl chloro(ethoxy)acetate (1.37 g, 8.21 mmol) in dioxane (10 ml) is added. The mixture is stirred at RT for 1 h, then made weakly alkaline (pH 8) with 1N sodium hydroxide solution and extracted with ethyl acetate. The organic phase is dried over sodium sulfate. The crude product is purified by chromatograph... The reactants are S(O)(O)(=O)=O (sulfuric acid), [Mg] (magnesium), CC1(OC[C@@](O1)(CC=O)C)C ((S)-2,2,4-trimethyl-1,3-dioxolan-4-acetaldehyde), BrC1=C(C(=C(C(=C1C)OC)C)C)OC (1-bromo-2,5-dimethoxy-3,4,6-trimethylbenzene), CI (methyl iodide), [Cl-].[NH4+] (ammonium chloride), 2-N. Solvent: O1CCCC1 (tetrahydrofuran). Conditions: time 4 hour. Product: COC1=C(C(=C(C(=C1C)C)OC)C)C(C[C@@]1(OC(OC1)(C)C)C)O (α-(2,5-dimethoxy-3,4,6-trimethylphenyl)-2,2,4-(S)-trimethyl-1,3-dioxolan-4-ethanol). Reaction SMILES: [Mg].CI.Br[C:5]1[C:10]([CH3:11])=[C:9]([O:12][CH3:13])[C:8]([CH3:14])=[C:7]([CH3:15])[C:6]=1[O:16][CH3:17].[CH3:18][C:19]1([CH3:28])[O:23][C@@:22]([CH3:27])([CH2:24][CH:25]=[O:26])[CH2:21][O:20]1.[Cl-].[NH4+].S(=O)(=O)(O)O>O1CCCC1>[CH3:17][O:16][C:6]1[C:7]([CH3:15])=[C:8]([CH3:14])[C:9]([O:12][CH3:13])=[C:10]([CH3:11])[C:5]=1[CH:25]([OH:26])[CH2:24][C@@:22]1([CH3:27])[CH2:21][O:20][C:19]([CH3:18])([CH3:28])[O:23]1 |f:4.5|. Reported procedure: To 0.8 g of magnesium shavings activated with methyl iodide was added dropwise a solution of 7.77 g of 1-bromo-2,5-dimethoxy-3,4,6-trimethylbenzene in 20 ml of absolute tetrahydrofuran at a rate such that the solvent was brought just to boiling. Subsequently, the reaction mixture was boiled under reflux for an additional hour. To this Grignard solution, cooled down to 0°, were added dropwise 5.0 g of (S)-2,2,4-trimethyl-1,3-dioxolan-4-acetaldehyde. Subsequently, the reaction mixture was stirred ...